Dataset: the Open Reaction Database (ORD), a public repository of structured organic reaction records. Task: describe an organic reaction: reactants, conditions, products, and yield Starting materials: C(=O)(O)C(C(=O)O)(CCC=C)C(F)F (2-Carboxy 2-difluoromethyl 5-hexenoic acid). Solvent: C(C)(=O)O (acetic acid). Run at temperature 110 celsius. Yields the product FC(C(C(=O)O)CCC=C)F (2-Difluoromethyl 5-hexenoic acid). The yield is 71.0%. Reaction SMILES: [C:1]([C:4]([CH:12]([F:14])[F:13])([CH2:8][CH2:9][CH:10]=[CH2:11])C(O)=O)([OH:3])=[O:2]>C(O)(=O)C>[F:13][CH:12]([F:14])[CH:4]([CH2:8][CH2:9][CH:10]=[CH2:11])[C:1]([OH:3])=[O:2]. Reported procedure: 2-Carboxy 2-difluoromethyl 5-hexenoic acid, prepared as in Step C (1.040 g, 5 mM) is dissolved in glacial acetic acid (5 ml) and the mixture is heated at 110° C. for 16 hours. The solvent is evaporated in vacuo yielding a colorless oil. The acid is isolated by distillation under reduced pressure. 0.585 g (yield 71%). Bp: 67° C./0.01 mm Hg. Starting materials: C(C1=CNC2=CC=CC=C12)C1=CNC2=CC=CC=C12 (3,3′-methylenediindole), C(OCC)(OCC)OCC (triethyl orthoformate). Solvent: CO (methanol). Product: C1=C2C(=CC=C1)N=C1C2=CC2=NC3=CC=CC=C3C2=C1 (indolo[3,2-b]carbazole). The yield is 139.7%. RXN SMILES: [CH2:1](C1C2C(=CC=CC=2)NC=1)[C:2]1[C:10]2[C:5](=[CH:6][CH:7]=[CH:8][CH:9]=2)[NH:4][CH:3]=1.C(O[CH2:28][CH3:29])(OCC)OCC>CO>[CH:7]1[CH:8]=[CH:9][CH:10]=[C:5]2[N:4]=[C:3]3[CH:1]=[C:2]4[C:3](=[N:4][C:5]5[C:10]4=[CH:9][CH:8]=[CH:7][CH:6]=5)[CH:29]=[C:28]3[C:6]=12. Procedure details: In a 2000-ml three-necked flask that had been deaerated and filled with nitrogen were placed 50.69 g (0.2058 mole) of 3,3′-methylenediindole and 30.55 g (0.2061 mole) of triethyl orthoformate, then 640 g of methanol was added, and the mixture was stirred. To the mixture was added dropwise 5.0 g (0.0515 mole) of concentrated sulfuric over 3 minutes and the mixture was heated under reflux for 1 hour. The mixture was cooled to room temperature and the reddish brown crystals formed were collected by... The reactants are COC=1C=C2C(=NC(=NC2=CC1OC)C)OC1=CC=C(C=C1)[N+](=O)[O-] (6,7-dimethoxy-2-methyl-4-(4-nitro-phenoxy)-quinazoline). The solvent is CCO (EtOH). Reaction conditions: temperature 70 celsius, time 3 hour. Yields the product crude product, COC=1C=C2C(=NC(=NC2=CC1OC)C)OC1=CC=C(C=C1)N (4-(6,7-dimethoxy-2-methyl-quinazolin-4-yloxy)-phenylamine). The yield is 1257.6%. As a reaction SMILES: [CH3:1][O:2][C:3]1[CH:4]=[C:5]2[C:10](=[CH:11][C:12]=1[O:13][CH3:14])[N:9]=[C:8]([CH3:15])[N:7]=[C:6]2[O:16][C:17]1[CH:22]=[CH:21][C:20]([N+:23]([O-])=O)=[CH:19][CH:18]=1>CCO>[CH3:1][O:2][C:3]1[CH:4]=[C:5]2[C:10](=[CH:11][C:12]=1[O:13][CH3:14])[N:9]=[C:8]([CH3:15])[N:7]=[C:6]2[O:16][C:17]1[CH:18]=[CH:19][C:20]([NH2:23])=[CH:21][CH:22]=1. Procedure details: A mixture of 6,7-dimethoxy-2-methyl-4-(4-nitro-phenoxy)-quinazoline (0.081 g, 0.236 mmole), Pt/S (0.008 g, 15 mol %), ammounium fromate (0.098 g, 1.56 mmol) and EtOH (3 mL) was heated with stirring at 70° C. for 3 hours. The reaction mixture was then filtered while hot and washed with hot EtOH. The crude product of 4-(6,7-dimethoxy-2-methyl-quinazolin-4-yloxy)-phenylamine (0.924 g) was obtained as a yellow solid, which was used in the next reaction without further purification. LC/MS: m/z 312 (M... Starting materials: Brc1ccc2c(c1)CCN2, CCN(C(C)C)C(C)C, CCOC(C)=O, [Cl-], ClCCN1CCCC1, Cl, [Na+], CN(C)C=O. Yields the product Brc1ccc2c(c1)CCN2CCN1CCCC1. As a reaction SMILES: [Br:1][c:2]1[cH:3][c:4]2[c:8]([cH:9][cH:10]1)[NH:7][CH2:6][CH2:5]2.[CH2:20]([N:21]([CH:22]([CH3:23])[CH3:24])[CH:25]([CH3:26])[CH3:27])[CH3:28].[CH3:36][CH2:37][O:38][C:39]([CH3:40])=[O:41].[Cl-:34].[Cl:12][CH2:13][CH2:14][N:15]1[CH2:16][CH2:17][CH2:18][CH2:19]1.[ClH:11].[Na+:35].[O:29]=[CH:30][N:31]([CH3:32])[CH3:33]>>[Br:1][c:2]1[cH:3][c:4]2[c:8]([cH:9][cH:10]1)[N:7]([CH2:13][CH2:14][N:15]1[CH2:16][CH2:17][CH2:18][CH2:19]1)[CH2:6][CH2:5]2. Starting materials: Cl (hydrochloric acid), COC(C)(NCC1=CC(=C(C=C1)OC)F)OC (1-(3-fluoro-4-methoxybenzyl)aminoacetaldehyde dimethyl acetal), [S-]C#N.[K+] (potassium thiocyanate). Run in C(C)O (ethyl alcohol), O (water). The product is FC=1C=C(CN2C(=NC=C2)S)C=CC1OC (1-(3-fluoro4-methoxybenzyl)-2-mercaptoimidazole). Yield: 60.7%. Reaction SMILES: CO[C:3](OC)([NH:5][CH2:6][C:7]1[CH:12]=[CH:11][C:10]([O:13][CH3:14])=[C:9]([F:15])[CH:8]=1)[CH3:4].[S-:18][C:19]#[N:20].[K+].Cl>C(O)C.O>[F:15][C:9]1[CH:8]=[C:7]([CH:12]=[CH:11][C:10]=1[O:13][CH3:14])[CH2:6][N:5]1[CH:3]=[CH:4][N:20]=[C:19]1[SH:18] |f:1.2|. Procedure details: To a solution of 1-(3-fluoro-4-methoxybenzyl)aminoacetaldehyde dimethyl acetal (6.68 g, 0.0275 mole) in ethyl alcohol (40 ml) was added potassium thiocyanate (2.94 g, 0.0302 mole) in water (65 ml) followed by 12 N hydrochloric acid (6 ml) and the reaction mixture was heated under reflux for 3 hours. The solvent was partially removed under reduced pressure and the mixture was cooled in ice and the product filtered. The product was recrystallized from ethyl alcohol to give 1-(3-fluoro4-methoxybenz... Starting materials: II (I2), CC(=O)OC(=O)C (Ac2O), II (I2), FC1=C(C(=O)O)C=CC(=C1F)F (2,3,4-trifluorobenzoic acid), OS(=O)(=O)O (H2SO4), II (I2), ice water. Reagents/catalysts: O=[Mn]=O (MnO2), O=[Mn]=O (MnO2), O=[Mn]=O (MnO2). Run in C(Cl)Cl (CH2Cl2), CC(=O)O (AcOH). Conditions: time 24 hour. Product: FC1=C(C(=O)O)C=C(C(=C1F)F)I (2,3,4-trifluoro-5-iodobenzoic acid). The yield is 232.1%. RXN SMILES: CC(OC(C)=O)=O.OS(O)(=O)=O.[I:13]I.[F:15][C:16]1[C:24]([F:25])=[C:23]([F:26])[CH:22]=[CH:21][C:17]=1[C:18]([OH:20])=[O:19]>O=[Mn]=O.C(Cl)Cl.CC(O)=O>[F:15][C:16]1[C:24]([F:25])=[C:23]([F:26])[C:22]([I:13])=[CH:21][C:17]=1[C:18]([OH:20])=[O:19]. Reported procedure: AcOH (1.2 L) and Ac2O (0.63 L) were added to a 5 L flask. H2SO4 (1.6 L) was then added to the same flask while cooling with ice to prevent the temperature from exceeding 40° C. Next, I2 (70 g), activated MnO2 (70 g) and 2,3,4-trifluorobenzoic acid (120 g, 0.68 mol) were added in solid form while stirring at room temperature. While stirring the resulting dark purple suspension at 50° C., I2 (70 g) and activated MnO2 (70 g) were added after 2 to 3 hours, and I2 (33 g) and activated MnO2 (37 g) wer... Starting materials: C1CCOC1, Fc1cc(Br)cc(F)c1F, CCCc1ccc2c(c1)CCc1cc(I)ccc1-2, [Mg], O, c1ccc(P(c2ccccc2)(c2ccccc2)[Pd](P(c2ccccc2)(c2ccccc2)c2ccccc2)(P(c2ccccc2)(c2ccccc2)c2ccccc2)P(c2ccccc2)(c2ccccc2)c2ccccc2)cc1. Yields the product CCCc1ccc2c(c1)CCc1cc(-c3cc(F)c(F)c(F)c3)ccc1-2. Reaction SMILES: [CH2:31]1[O:32][CH2:33][CH2:34][CH2:35]1.[F:19][c:20]1[cH:21][c:22]([Br:28])[cH:23][c:24]([F:27])[c:25]1[F:26].[I:1][c:2]1[cH:3][c:4]2[c:13]([cH:14][cH:15]1)-[c:12]1[c:7]([cH:8][c:9]([CH2:16][CH2:17][CH3:18])[cH:10][cH:11]1)[CH2:6][CH2:5]2.[Mg:29].[OH2:30].[cH:36]1[cH:37][cH:38][c:39]([P:40]([Pd:41]([P:42]([c:43]2[cH:44][cH:45][cH:46][cH:47][cH:48]2)([c:49]2[cH:50][cH:51][cH:52][cH:53][cH:54]2)[c:55]2[cH:56][cH:57][cH:58][cH:59][cH:60]2)([P:61]([c:62]2[cH:63][cH:64][cH:65][cH:66][cH:67]2)([c:68]2[cH:69][cH:70][cH:71][cH:72][cH:73]2)[c:74]2[cH:75][cH:76][cH:77][cH:78][cH:79]2)[P:80]([c:81]2[cH:82][cH:83][cH:84][cH:85][cH:86]2)([c:87]2[cH:88][cH:89][cH:90][cH:91][cH:92]2)[c:93]2[cH:94][cH:95][cH:96][cH:97][cH:98]2)([c:99]2[cH:100][cH:101][cH:102][cH:103][cH:104]2)[c:105]2[cH:106][cH:107][cH:108][cH:109][cH:110]2)[cH:111][cH:112]1>>[c:2]1(-[c:22]2[cH:21][c:20]([F:19])[c:25]([F:26])[c:24]([F:27])[cH:23]2)[cH:3][c:4]2[c:13]([cH:14][cH:15]1)-[c:12]1[c:7]([cH:8][c:9]([CH2:16][CH2:17][CH3:18])[cH:10][cH:11]1)[CH2:6][CH2:5]2. Starting materials: OBO, CC1(C)OB(c2ccc(C#N)cc2)OC1(C)C, Clc1nc(N2CCOCC2)nc2c1CCN2c1cccnc1. Yields the product N#Cc1ccc(-c2nc(N3CCOCC3)nc3c2CCN3c2cccnc2)cc1. Reaction SMILES: [BH:40]([OH:41])[OH:42].[CH3:23][C:24]1([CH3:25])[C:26]([CH3:27])([CH3:28])[O:29][B:30]([c:31]2[cH:32][cH:33][c:34]([C:35]#[N:36])[cH:37][cH:38]2)[O:39]1.[Cl:1][c:2]1[c:3]2[c:4]([n:5][c:6]([N:8]3[CH2:9][CH2:10][O:11][CH2:12][CH2:13]3)[n:7]1)[N:14]([c:17]1[cH:18][n:19][cH:20][cH:21][cH:22]1)[CH2:15][CH2:16]2>>[c:2]1(-[c:31]2[cH:32][cH:33][c:34]([C:35]#[N:36])[cH:37][cH:38]2)[c:3]2[c:4]([n:5][c:6]([N:8]3[CH2:9][CH2:10][O:11][CH2:12][CH2:13]3)[n:7]1)[N:14]([c:17]1[cH:18][n:19][cH:20][cH:21][cH:22]1)[CH2:15][CH2:16]2. The reactants are CC(C)(C)OC(=O)c1cccc(Sc2cccnc2)c1-c1ccccc1, CC[SiH](CC)CC, ClCCl, O=C(O)C(F)(F)F. Yields the product O=C(O)c1cccc(Sc2cccnc2)c1-c1ccccc1. As a reaction SMILES: [C:1]([CH3:2])([CH3:3])([CH3:4])[O:5][C:6]([c:7]1[c:8](-[c:20]2[cH:21][cH:22][cH:23][cH:24][cH:25]2)[c:9]([S:13][c:14]2[cH:15][n:16][cH:17][cH:18][cH:19]2)[cH:10][cH:11][cH:12]1)=[O:26].[CH2:27]([SiH:28]([CH2:29][CH3:30])[CH2:31][CH3:32])[CH3:33].[Cl:41][CH2:42][Cl:43].[OH:34][C:35]([C:36]([F:37])([F:38])[F:39])=[O:40]>>[O:5]=[C:6]([c:7]1[c:8](-[c:20]2[cH:21][cH:22][cH:23][cH:24][cH:25]2)[c:9]([S:13][c:14]2[cH:15][n:16][cH:17][cH:18][cH:19]2)[cH:10][cH:11][cH:12]1)[OH:26].